This data is from the Open Reaction Database (ORD), a public repository of structured organic reaction records. The task is: describe an organic reaction: reactants, conditions, products, and yield Starting materials: [N+](=O)([O-])C=1C=C2C=NNC2=CC1 (5-nitroindazole), C([O-])([O-])=O.[K+].[K+] (potassium carbonate), Cl.ClCCN1CCCCC1 (1-(2-chloro-ethyl)-piperidine hydrochloride). Solvent: CN(C)C=O (DMF). Conditions: temperature 60 celsius. The product is [N+](=O)([O-])C=1C=C2C=NN(C2=CC1)CCN1CCCCC1 (5-nitro-1-(2-piperidin-1-yl-ethyl)-1H-indazole). The yield is 65.3%. RXN SMILES: [N+:1]([C:4]1[CH:5]=[C:6]2[C:10](=[CH:11][CH:12]=1)[NH:9][N:8]=[CH:7]2)([O-:3])=[O:2].C(=O)([O-])[O-].[K+].[K+].Cl.Cl[CH2:21][CH2:22][N:23]1[CH2:28][CH2:27][CH2:26][CH2:25][CH2:24]1>CN(C=O)C>[N+:1]([C:4]1[CH:5]=[C:6]2[C:10](=[CH:11][CH:12]=1)[N:9]([CH2:21][CH2:22][N:23]1[CH2:28][CH2:27][CH2:26][CH2:25][CH2:24]1)[N:8]=[CH:7]2)([O-:3])=[O:2] |f:1.2.3,4.5|. Procedure: A mixture of 5-nitroindazole (4.0 g, 24 mmol) and potassium carbonate (10 g 74 mmol) in DMF (60 mL) was stirred for 30 minutes after which 1-(2-chloro-ethyl)-piperidine hydrochloride (6.8 g 37 mmol) was added. The mixture was heated to 60° C. for 6 hours, cooled to room temperature and filtered through a plug of silica gel which was rinsed with triethylamine/ethyl acetate (1/4). The filtrate was concentrated under reduced pressure and purified by flash chromatography (silica gel, triethylamine/e... Product: NC1CCN(CC1)CCN1C(COC2=C1C=C(C=C2)Br)=O (4-[2-(4-Aminopiperidin-1-yl)ethyl]-6-bromo-2H-1,4-benzoxazin-3(4H)-one). Reactants: BrC=1C=CC2=C(N(C(CO2)=O)CCN2CCC(CC2)NC(OC(C)(C)C)=O)C1 (tert-Butyl {1-[2-(6-bromo-3-oxo-2,3-dihydro-4H-1,4-benzoxazin-4-yl)ethyl]piperidin-4-yl}carbamate), BrC=1C=CC2=C(N(C(CO2)=O)CCN2CCC(CC2)NC(OC(C)(C)C)=O)C1 (tert-Butyl {1-[2-(6-bromo-3-oxo-2,3-dihydro-4H-1,4-benzoxazin-4-yl)ethyl]piperidin-4-yl}carbamate), NC1CCN(CC1)CCN1C(C=CC2=CC=C(C=C12)C#N)=O (1-[2-(4-Aminopiperidin-1-yl)ethyl]-2-oxo-1,2-dihydroquinoline-7-carbonitrile). RXN SMILES: [Br:1][C:2]1[CH:3]=[CH:4][C:5]2[O:10][CH2:9][C:8](=[O:11])[N:7]([CH2:12][CH2:13][N:14]3[CH2:19][CH2:18][CH:17]([NH:20]C(=O)OC(C)(C)C)[CH2:16][CH2:15]3)[C:6]=2[CH:28]=1.NC1CCN(CCN2C3C(=CC=C(C#N)C=3)C=CC2=O)CC1>>[NH2:20][CH:17]1[CH2:16][CH2:15][N:14]([CH2:13][CH2:12][N:7]2[C:6]3[CH:28]=[C:2]([Br:1])[CH:3]=[CH:4][C:5]=3[O:10][CH2:9][C:8]2=[O:11])[CH2:19][CH2:18]1. Procedure: tert-Butyl {1-[2-(6-bromo-3-oxo-2,3-dihydro-4H-1,4-benzoxazin-4-yl)ethyl]piperidin-4-yl}carbamate (Intermediate 66) (261 mg, 0.57 mmol) was reacted as described for Intermediate 14. The crude trifluoro acetate of the title compound was used without further purification for the next step (quantitative yield). Reactants: C(C)OC(=O)C=1OC2=C(C1)C=C(C=C2C)C(CC)(C2=CC(=C(C=C2)O)C)CC (5-[1-Ethyl-1-(4-hydroxy-3-methyl-phenyl)-propyl]-7-methyl-benzofuran-2-carboxylic acid ethyl ester), BrCC(C(C)(C)C)=O (1-bromopinacolone), C(=O)([O-])[O-].[K+].[K+] (K2CO3). Yields the product C(C)OC(=O)C=1OC2=C(C1)C=C(C=C2C)C(CC)(CC)C2=CC(=C(C=C2)OCC(C(C)(C)C)=O)C (5-{1-[4-(3,3-Dimethyl-2-oxo-butoxy)-3-methyl-phenyl]-1-ethyl-propyl}-7-methyl-benzofuran-2-carboxylic acid ethyl ester). The yield is 71.6%. RXN SMILES: [CH2:1]([O:3][C:4]([C:6]1[O:7][C:8]2[C:14]([CH3:15])=[CH:13][C:12]([C:16]([CH2:27][CH3:28])([C:19]3[CH:24]=[CH:23][C:22]([OH:25])=[C:21]([CH3:26])[CH:20]=3)[CH2:17][CH3:18])=[CH:11][C:9]=2[CH:10]=1)=[O:5])[CH3:2].Br[CH2:30][C:31](=[O:36])[C:32]([CH3:35])([CH3:34])[CH3:33].C([O-])([O-])=O.[K+].[K+]>>[CH2:1]([O:3][C:4]([C:6]1[O:7][C:8]2[C:14]([CH3:15])=[CH:13][C:12]([C:16]([C:19]3[CH:24]=[CH:23][C:22]([O:25][CH2:30][C:31](=[O:36])[C:32]([CH3:35])([CH3:34])[CH3:33])=[C:21]([CH3:26])[CH:20]=3)([CH2:27][CH3:28])[CH2:17][CH3:18])=[CH:11][C:9]=2[CH:10]=1)=[O:5])[CH3:2] |f:2.3.4|. Procedure details: 5-[1-Ethyl-1-(4-hydroxy-3-methyl-phenyl)-propyl]-7-methyl-benzofuran-2-carboxylic acid ethyl ester (5.55 g, 14.6 mmol) and 1-bromopinacolone (3.92 g, 21.9 mmol) and K2CO3 (6.04 g, 43.8 mmol) are reacted analogous to Example 1E to give the title compound as a pale yellow oil (5.00 g, 72%). Reactants: CO, CCCOC(=O)C1CCC2C3CCC4CC(O)C(O)CC4(C)C3C(NCCC(C)C)CC12C, O=S(=O)(O)O. Product: COC(=O)C1CCC2C3CCC4CC(O)C(O)CC4(C)C3C(NCCC(C)C)CC12C. Reaction SMILES: [CH3:39][OH:40].[OH:1][CH:2]1[CH:3]([OH:33])[CH2:4][CH:5]2[CH2:6][CH2:7][CH:8]3[CH:9]4[CH2:10][CH2:11][CH:12]([C:27](=[O:28])[O:29][CH2:30][CH2:31][CH3:32])[C:13]4([CH3:14])[CH2:15][CH:16]([NH:21][CH2:22][CH2:23][CH:24]([CH3:25])[CH3:26])[CH:17]3[C:18]2([CH3:20])[CH2:19]1.[S:34](=[O:35])(=[O:36])([OH:37])[OH:38]>>[OH:1][CH:2]1[CH:3]([OH:33])[CH2:4][CH:5]2[CH2:6][CH2:7][CH:8]3[CH:9]4[CH2:10][CH2:11][CH:12]([C:27](=[O:28])[O:29][CH3:30])[C:13]4([CH3:14])[CH2:15][CH:16]([NH:21][CH2:22][CH2:23][CH:24]([CH3:25])[CH3:26])[CH:17]3[C:18]2([CH3:20])[CH2:19]1. Reactants: Cl (hydrochloric acid), ClC1=CC=CC2=C1C(NCC=1N2C=NC1C(=O)OCC)=O (ethyl 7-chloro-5,6-dihydro-6-oxo-4H-imidazo[1,5-a][1,4]benzodiazepine-3-carboxylate), [OH-].[Na+] (sodium hydroxide), C(C)O (ethanol). Reported procedure: A mixture of 9 g (29.4 mmol) of ethyl 7-chloro-5,6-dihydro-6-oxo-4H-imidazo[1,5-a][1,4]benzodiazepine-3-carboxylate, 1.434 g (35.9 mmol) of sodium hydroxide, 30 ml of ethanol and 15 ml of water is heated to boiling under reflux for 70 minutes. The mixture is then diluted with 80 ml of water, filtered, the filtrate is neutralized by the addition of 8.9 ml (35.9 mmol) of 4N hydrochloric acid and the ethanol is distilled off in vacuo. The residue is subsequently cooled to about 0°, the product is f... Product: ClC1=CC=CC2=C1C(NCC=1N2C=NC1C(=O)O)=O (7-chloro-5,6-dihydro-6-oxo-4H-imidazo[1,5-a][1,4]benzodiazepine-3-carboxylic acid). Reaction SMILES: [Cl:1][C:2]1[C:7]2[C:8](=[O:21])[NH:9][CH2:10][C:11]3[N:12]([CH:13]=[N:14][C:15]=3[C:16]([O:18]CC)=[O:17])[C:6]=2[CH:5]=[CH:4][CH:3]=1.[OH-].[Na+].C(O)C.Cl>O>[Cl:1][C:2]1[C:7]2[C:8](=[O:21])[NH:9][CH2:10][C:11]3[N:12]([CH:13]=[N:14][C:15]=3[C:16]([OH:18])=[O:17])[C:6]=2[CH:5]=[CH:4][CH:3]=1 |f:1.2|. The solvent is O (water), O (water). Reactants: [Br-].C(CCCC)[P+](C1=CC=CC=C1)(C1=CC=CC=C1)C1=CC=CC=C1 ((n-pentyl) triphenyl phosphonium bromide), [Br-].[PH4+] (phosphonium bromide), CC(C)([O-])C.[K+] (potassium tertiary butoxide), BrC=1C=C(SC1)C=O (4-bromo-2-thiophene carboxaldehyde). Run in O1CCCC1 (THF), O1CCCC1 (tetrahydrofuran). Conditions: time 1 hour. Yields the product C(=CCCCC)C=1SC=C(C1)Br (2-(n-Hex-1-enyl)-4-bromo thiophene). The yield is 85.5%. RXN SMILES: [Br-].[CH2:2]([P+](C1C=CC=CC=1)(C1C=CC=CC=1)C1C=CC=CC=1)[CH2:3][CH2:4][CH2:5][CH3:6].CC(C)([O-])C.[K+].[Br:32][C:33]1[CH:34]=[C:35]([CH:38]=O)[S:36][CH:37]=1.[Br-].[PH4+]>O1CCCC1>[CH:38]([C:35]1[S:36][CH:37]=[C:33]([Br:32])[CH:34]=1)=[CH:2][CH2:3][CH2:4][CH2:5][CH3:6] |f:0.1,2.3,5.6|. Procedure: 2.0 grams (10.5 mmols) of (n-pentyl) triphenyl phosphonium bromide was added to 105 ml. of tetrahydrofuran (THF) with stirring. 1.86 gms (15.8 mmol.) of potassium tertiary butoxide was then added to the mixture while stirring at room temperature under an argon atmosphere. After one hour of continued stirring, 2.0 gms (10.5 mmol) of 4-bromo-2-thiophene carboxaldehyde, dissolved in 20 ml of THF, was added to the phosphonium bromide solution. After an additional one hour, the reaction was quenched ...